This data is from the Open Reaction Database (ORD), a public repository of structured organic reaction records. The task is: describe an organic reaction: reactants, conditions, products, and yield Reactants: C(C)(=O)NCCC1=CC=C(C=C1)S(=O)(=O)NC(=O)NC1CCC(CC1)Cl (N-[4-(β-acetoamido-ethyl)-benzenesulfonyl]-N'-(4-chlorocyclohexyl)-urea), COC1=C(C(=O)Cl)C=C(C=C1)Cl (2-methoxy-5-chlorobenzoylchloride), [OH-].[Na+] (sodium hydroxide), O (water). Run in CC(=O)C (acetone). Run at time 1 hour. Product: ClC1CCC(CC1)NC(N)=O (N'-(4-chlorocyclohexyl)-urea). As a reaction SMILES: C(NCCC1C=CC(S([NH:16][C:17]([NH:19][CH:20]2[CH2:25][CH2:24][CH:23]([Cl:26])[CH2:22][CH2:21]2)=[O:18])(=O)=O)=CC=1)(=O)C.[OH-].[Na+].O.COC1C=CC(Cl)=CC=1C(Cl)=O>CC(C)=O>[Cl:26][CH:23]1[CH2:22][CH2:21][CH:20]([NH:19][C:17](=[O:18])[NH2:16])[CH2:25][CH2:24]1 |f:1.2|. Reported procedure: 7.8 g of N-[4-(β-acetoamido-ethyl)-benzenesulfonyl]-N'-(4-chlorocyclohexyl)-urea (melting point 151° -153°C) are heated under reflux for 2 hours with 1.6 g of sodium hydroxide and 30 ml of water. Then the whole is cooled to room temperature, 20 ml of acetone are added and 1.2 g of glacial acetic -chlorobenzamido>-ethyl)-benzenesulfonyl] acid, and 4.1 g of 2-methoxy-5-chlorobenzoylchloride are added in portions and stirring is continued for 1 hour. The precipitate if filtered off with suction, st... Reactants: [Br-], C1CCOC1, C[Mg+], O=Cc1nc(Cl)ccc1Cl. The product is CC(O)c1nc(Cl)ccc1Cl. Reaction SMILES: [Br-:1].[CH2:14]1[O:15][CH2:16][CH2:17][CH2:18]1.[CH3:2][Mg+:3].[Cl:4][c:5]1[c:6]([CH:12]=[O:13])[n:7][c:8]([Cl:11])[cH:9][cH:10]1>>[CH3:2][CH:12]([c:6]1[c:5]([Cl:4])[cH:10][cH:9][c:8]([Cl:11])[n:7]1)[OH:13]. The reactants are CC(Cl)c1cccnc1, CC1(C)CCNC1. Reagents/catalysts: O=C([O-])[O-].[Cs+].[Cs+] (cesium carbonate), [I-].[K+] (potassium iodide). The solvent is CN(C)C=O (DMF), CN(C)C=O (dmf), CN(C)C=O (DMF). Run at temperature 70 celsius, time 16 hour. Product: CC(c1cccnc1)N1CCC(C)(C)C1.